Dataset: the Open Reaction Database (ORD), a public repository of structured organic reaction records. Task: describe an organic reaction: reactants, conditions, products, and yield The reactants are ClC1=NC=CC(=N1)Cl (2,4-dichloropyrimidine), CN1CCCCC1 (1-methyl-piperidine). The solvent is O1CCOCC1 (1,4-dioxane), hexanes. The product is ClC1=NC(=NC=C1)N1CCCCC1 (4-chloro-2-piperidin-1-yl-pyrimidine). Yield: 10.9%. As a reaction SMILES: Cl[C:2]1[N:7]=[C:6]([Cl:8])[CH:5]=[CH:4][N:3]=1.C[N:10]1[CH2:15][CH2:14][CH2:13][CH2:12][CH2:11]1>O1CCOCC1>[Cl:8][C:6]1[CH:5]=[CH:4][N:3]=[C:2]([N:10]2[CH2:15][CH2:14][CH2:13][CH2:12][CH2:11]2)[N:7]=1. Procedure details: These intermediates were prepared following a procedure by K. Yoshida et al, J. Chem. Soc. Perkins Transactions I., (1992), 919-922. A solution of 2,4-dichloropyrimidine (4.00 g, 26.8 mmol) and 1-methyl-piperidine (3.25 mL, 29.5 mmol) in 1,4-dioxane (60 mL) was stirred at 100° C. for 3 d, then cooled and evaporated. Purification by flash chromatography (SiO2) eluted with 15:85 ethyl acetate: hexanes provided 4-chloro-2-piperidin-1-yl-pyrimidine (0.58 g, 12% yield) as a pale yellow solid: 1H-NMR ... Starting materials: COC(C(=O)OC)NC(C=C)=O (methyl acrylamidoglycolate methyl ether), N#CN (Cyanamide), COC(C(=O)OC)NC(=O)C=C (MAGME), C(C)(=O)OC=C (vinyl acetate), azobisisobutyrylnitrile. The solvent is CO (methanol). Conditions: temperature 65 celsius. Yields the product COC(C(=O)OC)NC(C=C)=O.C(C)(=O)OC=C (Methyl Acrylamidoglycolate Methyl Ether Vinyl Acetate). Reaction SMILES: [CH3:1][O:2][CH:3]([NH:8][C:9](=[O:12])[CH:10]=[CH2:11])[C:4]([O:6][CH3:7])=[O:5].N#CN.[C:16]([O:19][CH:20]=[CH2:21])(=[O:18])[CH3:17]>CO>[CH3:1][O:2][CH:3]([NH:8][C:9](=[O:12])[CH:10]=[CH2:11])[C:4]([O:6][CH3:7])=[O:5].[C:16]([O:19][CH:20]=[CH2:21])(=[O:18])[CH3:17] |f:4.5|. Reported procedure: To a 12 liter 3-neck round bottom flask were added 500 grams (2.89 mole) of methyl acrylamidoglycolate methyl ether (available from American Cyanamide Company under the trademark MAGME™), 248.3 grams (2.88 mole) of vinyl acetate, and 6,008 grams of methanol solvent. The aforementioned comonomer molar mix in this Example was essentially 50:50. The flask was equipped with a water condenser, an Argon inlet and an Argon outlet to a bubbler to ensure that a positive Argon flow was maintained in the r... The reactants are C#CCO, Clc1cc(-c2ccccc2)ncn1, [H-], [Na+], C1CCOC1, O. Yields the product C#CCOc1cc(-c2ccccc2)ncn1. RXN SMILES: [CH2:14]([C:15]#[CH:16])[OH:17].[Cl:1][c:2]1[n:3][cH:4][n:5][c:6](-[c:8]2[cH:9][cH:10][cH:11][cH:12][cH:13]2)[cH:7]1.[H-:18].[Na+:19].[O:21]1[CH2:22][CH2:23][CH2:24][CH2:25]1.[OH2:20]>>[c:2]1([O:17][CH2:14][C:15]#[CH:16])[n:3][cH:4][n:5][c:6](-[c:8]2[cH:9][cH:10][cH:11][cH:12][cH:13]2)[cH:7]1. The reactants are CC(C)(C)OC(=O)NC1CCNC1, CCn1cc(C(=O)O)c(=O)c2cc(F)c(F)c(C)c21, C1CCC2=NCCCN2CC1, CC#N. Yields the product CCn1cc(C(=O)O)c(=O)c2cc(F)c(N3CCC(NC(=O)OC(C)(C)C)C3)c(C)c21. As a reaction SMILES: [C:20]([CH3:21])([CH3:22])([CH3:23])[O:24][C:25](=[O:26])[NH:27][CH:28]1[CH2:29][NH:30][CH2:31][CH2:32]1.[CH2:1]([CH3:2])[n:3]1[cH:4][c:5]([C:17](=[O:18])[OH:19])[c:6](=[O:16])[c:7]2[cH:8][c:9]([F:15])[c:10]([F:14])[c:11]([CH3:13])[c:12]12.[CH2:33]1[CH2:34][CH2:35][C:36]2=[N:41][CH2:40][CH2:39][CH2:38][N:37]2[CH2:42][CH2:43]1.[CH3:44][C:45]#[N:46]>>[CH2:1]([CH3:2])[n:3]1[cH:4][c:5]([C:17](=[O:18])[OH:19])[c:6](=[O:16])[c:7]2[cH:8][c:9]([F:15])[c:10]([N:30]3[CH2:29][CH:28]([NH:27][C:25]([O:24][C:20]([CH3:21])([CH3:22])[CH3:23])=[O:26])[CH2:32][CH2:31]3)[c:11]([CH3:13])[c:12]12. Starting materials: NC=1SC2=C(N1)C=C(C=C2)O (2-amino-benzothiazol-5-ol), NC=1SC2=C(N1)C=CC=C2O (2-amino-benzothiazol-7-ol). Product: COC=1C=C(N)C=CC1 (3-methoxyaniline), [S-]C#N.[NH4+] (ammoniumthiocyanate). RXN SMILES: [NH2:1][C:2]1[S:3][C:4]2[CH:10]=[CH:9][C:8]([OH:11])=[CH:7][C:5]=2[N:6]=1.[NH2:12][C:13]1SC2C(O)=CC=CC=2N=1>>[CH3:13][O:11][C:8]1[CH:7]=[C:5]([CH:4]=[CH:10][CH:9]=1)[NH2:6].[S-:3][C:2]#[N:1].[NH4+:12] |f:3.4|. Procedure: The two derivatives that are not commercially available (2-amino-benzothiazol-5-ol and 2-amino-benzothiazol-7-ol) can be obtained by cyclization of 3-methoxyaniline with ammoniumthiocyanate followed by demethylation with boron tribromide as outlined in the scheme below: The reactants are C(=O)(C(F)(F)F)O (TFA), C(C)(C)(C)OC(=O)N[C@@H]1[C@@H](CCCC1)NC1=C(C2=C(C(=N1)Cl)C(N(C2)C(=O)OC(C)(C)C)=O)F (tert-butyl 6-((1R,2S)-2-(tert-butoxycarbonylamino)cyclohexylamino)-4-chloro-7-fluoro-3-oxo-1H-pyrrolo[3,4-c]pyridine-2(3H)-carboxylate), C(CCC)[Sn](C=1C=C2COCCN2C1)(CCCC)CCCC (7-(tributylstannyl)-3,4-dihydro-1H-pyrrolo[2,1-c][1,4]oxazine). Reagents/catalysts: C=1C=CC(=CC1)[P](C=2C=CC=CC2)(C=3C=CC=CC3)[Pd]([P](C=4C=CC=CC4)(C=5C=CC=CC5)C=6C=CC=CC6)([P](C=7C=CC=CC7)(C=8C=CC=CC8)C=9C=CC=CC9)[P](C=1C=CC=CC1)(C=1C=CC=CC1)C=1C=CC=CC1 (tetrakis(triphenylphosphine)palladium(0)). Solvent: C1(=CC=CC=C1)C (toluene). Reaction conditions: temperature 90 celsius, time 1 hour. The product is C(=O)(C(F)(F)F)O (TFA), N[C@@H]1[C@@H](CCCC1)NC1=C(C2=C(C(=N1)C=1C=C3COCCN3C1)C(NC2)=O)F (6-((1R,2S)-2-Aminocyclohexylamino)-4-(3,4-dihydro-1H-pyrrolo[2,1-c][1,4]oxazin-7-yl)-7-fluoro-1H-pyrrolo[3,4-c]pyridin-3(2H)-one). The yield is 6.3%. Reaction SMILES: C(OC([NH:8][C@H:9]1[CH2:14][CH2:13][CH2:12][CH2:11][C@H:10]1[NH:15][C:16]1[N:21]=[C:20](Cl)[C:19]2[C:23](=[O:33])[N:24](C(OC(C)(C)C)=O)[CH2:25][C:18]=2[C:17]=1[F:34])=O)(C)(C)C.C([Sn](CCCC)(CCCC)[C:40]1[CH:41]=[C:42]2[N:47]([CH:48]=1)[CH2:46][CH2:45][O:44][CH2:43]2)CCC.[C:57]([OH:63])([C:59]([F:62])([F:61])[F:60])=[O:58]>C1(C)C=CC=CC=1.C1C=CC([P]([Pd]([P](C2C=CC=CC=2)(C2C=CC=CC=2)C2C=CC=CC=2)([P](C2C=CC=CC=2)(C2C=CC=CC=2)C2C=CC=CC=2)[P](C2C=CC=CC=2)(C2C=CC=CC=2)C2C=CC=CC=2)(C2C=CC=CC=2)C2C=CC=CC=2)=CC=1>[C:57]([OH:63])([C:59]([F:62])([F:61])[F:60])=[O:58].[NH2:8][C@H:9]1[CH2:14][CH2:13][CH2:12][CH2:11][C@H:10]1[NH:15][C:16]1[N:21]=[C:20]([C:40]2[CH:41]=[C:42]3[N:47]([CH:48]=2)[CH2:46][CH2:45][O:44][CH2:43]3)[C:19]2[C:23](=[O:33])[NH:24][CH2:25][C:18]=2[C:17]=1[F:34] |^1:74,76,95,114|. Procedure details: In a 30 mL sealed cap glass tube, tert-butyl 6-((1R,2S)-2-(tert-butoxycarbonylamino)cyclohexylamino)-4-chloro-7-fluoro-3-oxo-1H-pyrrolo[3,4-c]pyridine-2(3H)-carboxylate (150 mg, 0.301 mmol), 7-(tributylstannyl)-3,4-dihydro-1H-pyrrolo[2,1-c][1,4]oxazine (124 mg, 0.301 mmol) and tetrakis(triphenylphosphine)palladium(0) (174 mg, 0.150 mmol) were dissolved in toluene (5 mL). The cap was sealed and the reaction mixture was heated at 90° C. in an oil bath for 2 hours. Following work-up, the intermedia... As a reaction SMILES: [CH2:1]([O:5][CH2:6][CH2:7][O:8][C:9]1[CH:14]=[CH:13][C:12]([C:15]2[CH:16]=[CH:17][C:18]3[NH:24][CH2:23][CH2:22][C:21]([C:25]([NH:27][C:28]4[CH:33]=[CH:32][C:31]([C@H:34]([OH:42])[C:35]5[CH:40]=[CH:39][CH:38]=[CH:37][N+:36]=5[O-:41])=[CH:30][CH:29]=4)=[O:26])=[CH:20][C:19]=3[CH:43]=2)=[CH:11][CH:10]=1)[CH2:2][CH2:3][CH3:4].[CH:44](=O)[C:45]1[CH:50]=[CH:49][CH:48]=[CH:47][CH:46]=1.C(O[BH-](OC(=O)C)OC(=O)C)(=O)C.[Na+].C(O)(=O)C>ClCCCl.O>[CH2:44]([N:24]1[C:18]2[CH:17]=[CH:16][C:15]([C:12]3[CH:11]=[CH:10][C:9]([O:8][CH2:7][CH2:6][O:5][CH2:1][CH2:2][CH2:3][CH3:4])=[CH:14][CH:13]=3)=[CH:43][C:19]=2[CH:20]=[C:21]([C:25]([NH:27][C:28]2[CH:29]=[CH:30][C:31]([C@H:34]([OH:42])[C:35]3[CH:40]=[CH:39][CH:38]=[CH:37][N+:36]=3[O-:41])=[CH:32][CH:33]=2)=[O:26])[CH2:22][CH2:23]1)[C:45]1[CH:50]=[CH:49][CH:48]=[CH:47][CH:46]=1 |f:2.3|. Run in O (water), ClCCCl (1,2-dichloroethane). Starting materials: C(C1=CC=CC=C1)=O (benzaldehyde), C(C)(=O)O[BH-](OC(C)=O)OC(C)=O.[Na+] (sodium triacetoxyborohydride), C(CCC)OCCOC1=CC=C(C=C1)C=1C=CC2=C(C=C(CCN2)C(=O)NC2=CC=C(C=C2)[C@@H](C2=[N+](C=CC=C2)[O-])O)C1 (7-[4-(2-butoxyethoxy)phenyl]-N-[4-[(S)-hydroxy(1-oxidopyridin-2-yl)methyl]phenyl]-2,3-dihydro-1H-1-benzazepine-4-carboxamide), C(C1=CC=CC=C1)=O (benzaldehyde), C(C)(=O)O[BH-](OC(C)=O)OC(C)=O.[Na+] (sodium triacetoxyborohydride), C(C)(=O)O (acetic acid). Isolated yield 72.7%. Product: C(C1=CC=CC=C1)N1CCC(=CC2=C1C=CC(=C2)C2=CC=C(C=C2)OCCOCCCC)C(=O)NC2=CC=C(C=C2)[C@@H](C2=[N+](C=CC=C2)[O-])O (1-benzyl-7-[4-(2-butoxyethoxy)phenyl]-N-[4-[(S)-hydroxy(1-oxidopyridin-2-yl)methyl]phenyl]-2,3-dihydro-1H-1-benzazepine-4-carboxamide). Procedure: To a solution of 7-[4-(2-butoxyethoxy)phenyl]-N-[4-[(S)-hydroxy(1-oxidopyridin-2-yl)methyl]phenyl]-2,3-dihydro-1H-1-benzazepine-4-carboxamide (200 mg) and benzaldehyde (0.22 g) in 1,2-dichloroethane (10 ml) were added sodium triacetoxyborohydride (0.22 g) and acetic acid (1 droplet) at room temperature and the mixture was stirred for 24 hours. To the reaction solution were added benzaldehyde (0.22 g) and sodium triacetoxyborohydride (0.22 g), and the mixture was further stirred for 24 hours. To ... Reaction conditions: time 24 hour.